This data is from the Open Reaction Database (ORD), a public repository of structured organic reaction records. The task is: describe an organic reaction: reactants, conditions, products, and yield The reactants are COC(=O)C=1C(=C(C=C2C=NNC12)Br)N (6-amino-5-bromo-1H-indazole-7-carboxylic acid methyl ester), C[Si](C)(C)C#C (trimethylsilylacetylene), C(C)NCC (diethylamine). Reagents/catalysts: Cl[Pd]([P](C1=CC=CC=C1)(C2=CC=CC=C2)C3=CC=CC=C3)([P](C4=CC=CC=C4)(C5=CC=CC=C5)C6=CC=CC=C6)Cl (dichlorobis(triphenylphosphine)palladium), [Cu](I)I (copper iodide). Solvent: CN(C=O)C (N,N-dimethylformamide). Run at temperature 150 celsius, time 5 minute. Yields the product COC(=O)C=1C(=C(C=C2C=NNC12)C#C[Si](C)(C)C)N (6-amino-5-trimethylsilanylethynyl-1H-indazole-7-carboxylic acid methyl ester). Yield: 60.3%. As a reaction SMILES: [CH3:1][O:2][C:3]([C:5]1[C:6]([NH2:15])=[C:7](Br)[CH:8]=[C:9]2[C:13]=1[NH:12][N:11]=[CH:10]2)=[O:4].[CH3:16][Si:17]([C:20]#[CH:21])([CH3:19])[CH3:18].C(NCC)C>CN(C)C=O.Cl[Pd](Cl)([P](C1C=CC=CC=1)(C1C=CC=CC=1)C1C=CC=CC=1)[P](C1C=CC=CC=1)(C1C=CC=CC=1)C1C=CC=CC=1.[Cu](I)I>[CH3:1][O:2][C:3]([C:5]1[C:6]([NH2:15])=[C:7]([C:21]#[C:20][Si:17]([CH3:19])([CH3:18])[CH3:16])[CH:8]=[C:9]2[C:13]=1[NH:12][N:11]=[CH:10]2)=[O:4] |^1:34,53|. Procedure details: To a solution of 1.5 g (5.6 mmol) of 6-amino-5-bromo-1H-indazole-7-carboxylic acid methyl ester, prepared as in step a in example 16, in 3 mL of N,N-dimethylformamide under an atmosphere of argon is added 785 μL (5.6 mmol) of trimethylsilylacetylene, 8.65 mL of diethylamine (83.2 mmol), 194 mg (0.28 mmol) of dichlorobis(triphenylphosphine)palladium II and 53 mg (0.28 mmol) of copper iodide. The reaction mixture is stirred in a microwave oven at 150° C. for 5 minutes, filtrated over Celite (washi... Starting materials: CN(C)C=O, CCOCC, CCCCCC=O, CC(C)C=O, O=C(O)C1CCCN1. Yields the product CCCCC(C=O)C(O)C(C)C. RXN SMILES: [CH3:21][N:22]([CH3:23])[CH:24]=[O:25].[CH3:26][CH2:27][O:28][CH2:29][CH3:30].[CH:1]([CH2:2][CH2:3][CH2:4][CH2:5][CH3:6])=[O:7].[CH:8]([CH:9]([CH3:10])[CH3:11])=[O:12].[OH:13][C:14]([CH:15]1[NH:16][CH2:17][CH2:18][CH2:19]1)=[O:20]>>[CH:1]([CH:2]([CH2:3][CH2:4][CH2:5][CH3:6])[CH:8]([CH:9]([CH3:10])[CH3:11])[OH:12])=[O:7]. Starting materials: CN(S(=O)(=N)C)C (N,N-dimethyl-methanesulfonimidamide), BrC1=CC=C(CBr)C=C1 (4-bromobenzyl bromide), CN(S(=O)(=NS(=O)(=O)C1=CC=C(C=C1)C)C)C (N,N-Dimethyl-N′-(4-methylbenzenesulfonyl)-methanesulfonimidamide). Yields the product BrC1=CC=C(C=C1)CN=S(=O)(N(C)C)C (N′-[(4-Bromophenyl)methyl]-N,N-dimethyl-methanesulfonimidamide). RXN SMILES: [CH3:1][N:2]([CH3:7])[S:3]([CH3:6])(=[NH:5])=[O:4].[Br:8][C:9]1[CH:16]=[CH:15][C:12]([CH2:13]Br)=[CH:11][CH:10]=1.CN(C)S(C)(=NS(C1C=CC(C)=CC=1)(=O)=O)=O>>[Br:8][C:9]1[CH:16]=[CH:15][C:12]([CH2:13][N:5]=[S:3]([CH3:6])([N:2]([CH3:7])[CH3:1])=[O:4])=[CH:11][CH:10]=1. Procedure: The title compound is prepared from N,N-dimethyl-methanesulfonimidamide and 4-bromobenzyl bromide following a procedure analogous to that described for Intermediate 21 (Step 1). LC (method 1): tR=0.82 min; Mass spectrum (ESI+): m/z=291, 293 [M+H]+. Starting materials: CS(=O)C (dimethyl sulfoxide), CO.C(=O)=O (methanol dry ice), C(C(=O)Cl)(=O)Cl (oxalyl chloride), C(C)(=O)N1C(C(N(C(=C1)C1=CC=CC=C1)CC(=O)NC(C(C(F)(F)F)O)CC1=CC=CC=C1)=O)C(C)C ((2RS,3RS)-3-{(3RS)-4-acetyl-3-isopropyl-2-oxo-6-phenyl-1,2,3,4-tetrahydropyrazin-1-yl}methylcarbonylamino-2-hydroxy-4-phenyl-1,1,1-trifluorobutane). Run in C(C)N(CC)CC (triethylamine), C(Cl)Cl (methylene chloride), C(C)(=O)OCC (Ethyl acetate), C(Cl)Cl (methylene chloride). Conditions: temperature 0 celsius, time 10 minute. Product: C(C)(=O)N1C(C(N(C(=C1)C1=CC=CC=C1)CC(=O)NC(C(C(F)(F)F)=O)CC1=CC=CC=C1)=O)C(C)C ((3RS)-3-{(3RS)-4-Acetyl-3-isopropyl-2-oxo-6-phenyl-1,2,3,4-tetrahydropyrazin-1-yl}methylcarbonylamino-2-oxo-4-phenyl-1,1,1-trifluorobutane). RXN SMILES: CS(C)=O.CO.C(=O)=O.C(Cl)(=O)C(Cl)=O.[C:16]([N:19]1[CH:24]=[C:23]([C:25]2[CH:30]=[CH:29][CH:28]=[CH:27][CH:26]=2)[N:22]([CH2:31][C:32]([NH:34][CH:35]([CH2:42][C:43]2[CH:48]=[CH:47][CH:46]=[CH:45][CH:44]=2)[CH:36]([OH:41])[C:37]([F:40])([F:39])[F:38])=[O:33])[C:21](=[O:49])[CH:20]1[CH:50]([CH3:52])[CH3:51])(=[O:18])[CH3:17]>C(Cl)Cl.C(OCC)(=O)C.C(N(CC)CC)C>[C:16]([N:19]1[CH:24]=[C:23]([C:25]2[CH:30]=[CH:29][CH:28]=[CH:27][CH:26]=2)[N:22]([CH2:31][C:32]([NH:34][CH:35]([CH2:42][C:43]2[CH:44]=[CH:45][CH:46]=[CH:47][CH:48]=2)[C:36](=[O:41])[C:37]([F:40])([F:39])[F:38])=[O:33])[C:21](=[O:49])[CH:20]1[CH:50]([CH3:52])[CH3:51])(=[O:18])[CH3:17] |f:1.2|. Procedure: A solution of dimethyl sulfoxide (0.26 ml) in anhydrous methylene chloride (4.0 ml) is cooled with methanol/dry ice, oxalyl chloride (0.16 ml) is added to the solution, and the mixture is stirred for 10 minutes. To the mixture is added a solution of (2RS,3RS)-3-{(3RS)-4-acetyl-3-isopropyl-2-oxo-6-phenyl-1,2,3,4-tetrahydropyrazin-1-yl}methylcarbonylamino-2-hydroxy-4-phenyl-1,1,1-trifluorobutane (0.75 ml, Compound No. 2-1) in anhydrous methylene chloride (3.0 ml). The temperature is raised to 0° C... Reactants: C(#N)C1=CC=C(CBr)C=C1 (4-Cyanobenzyl bromide), ClC=1C=CC(N(C1)C1=NC=C(C=C1)CC=1N=CN(C1)C(C1=CC=CC=C1)(C1=CC=CC=C1)C1=CC=CC=C1)=O (5-chloro-5'-(1-trityl-1H-imidazol-4-ylmethyl)-[1,2']bipyridinyl-2-one), hydrochloride salt. Run in CC#N (CH3CN). Yields the product ClC=1C=CC(N(C1)C1=NC=C(C=C1)CC1=CN=CN1CC1=CC=C(C#N)C=C1)=O (4-[5-(5-chloro-2-oxo-2H-[1,2']bipyridinyl-5'-ylmethyl)-imidazol-1-ylmethyl]-benzonitrile). Reaction SMILES: [C:1]([C:3]1[CH:10]=[CH:9][C:6]([CH2:7]Br)=[CH:5][CH:4]=1)#[N:2].[Cl:11][C:12]1[CH:13]=[CH:14][C:15](=[O:49])[N:16]([C:18]2[CH:23]=[CH:22][C:21]([CH2:24][C:25]3[N:26]=[CH:27][N:28](C(C4C=CC=CC=4)(C4C=CC=CC=4)C4C=CC=CC=4)[CH:29]=3)=[CH:20][N:19]=2)[CH:17]=1>CC#N>[Cl:11][C:12]1[CH:13]=[CH:14][C:15](=[O:49])[N:16]([C:18]2[CH:23]=[CH:22][C:21]([CH2:24][C:25]3[N:26]([CH2:7][C:6]4[CH:9]=[CH:10][C:3]([C:1]#[N:2])=[CH:4][CH:5]=4)[CH:27]=[N:28][CH:29]=3)=[CH:20][N:19]=2)[CH:17]=1. Procedure details: 4-Cyanobenzyl bromide (0.159 g, 0.813 mmol) and the imidazole from step 5 (0.430 g, 0.813 mmol) in CH3CN (4 mL) were heated at 60° C. for 18 hrs. The reaction was cooled to room temperature and the solvent evaporated in vacuo The residue was suspended in methanol (10 mL) and heated at reflux for 1 hr, cooled and the solvent evaporated in vacuo. The residue was partitioned between sat. NaHCO3 and CH2Cl2 and extracted with CH2Cl2. The organic extracts were dried (MgSO4) and evaporated in vacuo. Th...